Dataset: the Open Reaction Database (ORD), a public repository of structured organic reaction records. Task: describe an organic reaction: reactants, conditions, products, and yield Starting materials: [Se](=O)=O (selenium dioxide), COC=1C=C(C=CC1OC)C1=NN=C(C(C2=C1C=C(C(=C2)OC)OC)CC)C (1-(3,4-dimethoxyphenyl)-4-methyl-5-ethyl-7,8-dimethoxy-5H-2,3-benzodiazepine). The solvent is O1CCOCC1 (dioxane). Product: COC=1C=C(C=CC1OC)C1=NN=C(C(C2=C1C=C(C(=C2)OC)OC)CC)C=O (1-(3,4-dimethoxyphenyl)-4-formyl-5-ethyl-7,8-dimethoxy-5H-2,3-benzodiazepine). The yield is 97.4%. As a reaction SMILES: [Se](=O)=[O:2].[CH3:4][O:5][C:6]1[CH:7]=[C:8]([C:14]2[C:20]3[CH:21]=[C:22]([O:27][CH3:28])[C:23]([O:25][CH3:26])=[CH:24][C:19]=3[CH:18]([CH2:29][CH3:30])[C:17]([CH3:31])=[N:16][N:15]=2)[CH:9]=[CH:10][C:11]=1[O:12][CH3:13]>O1CCOCC1>[CH3:4][O:5][C:6]1[CH:7]=[C:8]([C:14]2[C:20]3[CH:21]=[C:22]([O:27][CH3:28])[C:23]([O:25][CH3:26])=[CH:24][C:19]=3[CH:18]([CH2:29][CH3:30])[C:17]([CH:31]=[O:2])=[N:16][N:15]=2)[CH:9]=[CH:10][C:11]=1[O:12][CH3:13]. Reported procedure: 6.05 g of selenium dioxide are added within 1.5 hours to a stirred suspension of 19.1 g (0.05 mole) of 1-(3,4-dimethoxyphenyl)-4-methyl-5-ethyl-7,8-dimethoxy-5H-2,3-benzodiazepine in 150 ml of 80% aqueous dioxane at an inner temperature of 84° to 87° C. The metallic selenium is removed from the mixture by clarification, and the yellow solution is evaporated in vacuo. The thick, honey-like residue is stirred with 100 ml of water, whereupon the title compound separates as a yellow powder. The prod... Starting materials: Cc2ccc(B1OCC(C)(C)CO1)cc2 (effective_coupling_partner), COc2cc1ccccc1cc2OC (substrate). The reagents and catalysts are ICy. Reaction conditions: temperature 120 celsius, time 12 hour. Yields the product Cc4ccc(c2cc1ccccc1cc2c3ccc(C)cc3)cc4. Reactants: COc1ccc(CCCCOS(=O)(=O)c2ccc(C)cc2)cc1, [N-]=[N+]=[N-], [Na+], CN(C)C=O. The product is COc1ccc(CCCCN=[N+]=[N-])cc1. Reaction SMILES: [CH3:5][O:6][c:7]1[cH:8][cH:9][c:10]([CH2:13][CH2:14][CH2:15][CH2:16][O:17][S:18]([c:19]2[cH:20][cH:21][c:22]([CH3:23])[cH:24][cH:25]2)(=[O:26])=[O:27])[cH:11][cH:12]1.[N-:2]=[N+:3]=[N-:4].[Na+:1].[O:28]=[CH:29][N:30]([CH3:31])[CH3:32]>>[N:2](=[N+:3]=[N-:4])[CH2:16][CH2:15][CH2:14][CH2:13][c:10]1[cH:9][cH:8][c:7]([O:6][CH3:5])[cH:12][cH:11]1.